The task is: describe an organic reaction: reactants, conditions, products, and yield. This data is from the Open Reaction Database (ORD), a public repository of structured organic reaction records. RXN SMILES: [CH3:14][CH2:15][O:16][C:17]([CH3:18])=[O:19].[Cl-:1].[Cl:3][c:4]1[cH:5][c:6]([C:7]#[N:8])[cH:9][c:10]([O:12][CH3:13])[cH:11]1.[Li+:2].[O:20]=[CH:21][N:22]([CH3:23])[CH3:24]>>[Cl:3][c:4]1[cH:5][c:6]([C:7]#[N:8])[cH:9][c:10]([OH:12])[cH:11]1. Yields the product N#Cc1cc(O)cc(Cl)c1. Starting materials: CCOC(C)=O, [Cl-], COc1cc(Cl)cc(C#N)c1, [Li+], CN(C)C=O. The reactants are CC(=O)Nc1cc2ncnc(Nc3cccc(Br)c3)c2cc1[N+](=O)[O-], CO, [K+], [OH-], O. Product: Nc1cc2ncnc(Nc3cccc(Br)c3)c2cc1[N+](=O)[O-]. RXN SMILES: [C:1](=[O:2])([CH3:3])[NH:4][c:5]1[c:6]([N+:23](=[O:24])[O-:25])[cH:7][c:8]2[c:9]([NH:15][c:16]3[cH:17][c:18]([Br:22])[cH:19][cH:20][cH:21]3)[n:10][cH:11][n:12][c:13]2[cH:14]1.[CH3:28][OH:29].[K+:27].[OH-:26].[OH2:30]>>[NH2:4][c:5]1[c:6]([N+:23](=[O:24])[O-:25])[cH:7][c:8]2[c:9]([NH:15][c:16]3[cH:17][c:18]([Br:22])[cH:19][cH:20][cH:21]3)[n:10][cH:11][n:12][c:13]2[cH:14]1.